Dataset: the Open Reaction Database (ORD), a public repository of structured organic reaction records. Task: describe an organic reaction: reactants, conditions, products, and yield Starting materials: C(=O)[C@H]1CN(C[C@@H]1C1=CC=CC=C1)[C@@H](C(=O)OCC1=CC=C(C=C1)OC)C1CCCCC1 (2-(R)-(3-(R)-Formyl-4-(S)-phenylpyrrolidin-1-yl)-2-(cyclohexyl)acetic acid, (4-methoxy)benzyl ester), N1=C(C=CC=C1)CCCC1CCNCC1 (4-(2-pyridylpropyl)piperidine), N1=C(C=CC=C1)CCCC1CCNCC1 (4-(3-(2-Pyridyl)propyl)piperidine). Solvent: C(Cl)Cl.CO (CH2Cl2 MeOH). The product is N1=C(C=CC=C1)CCCC1CCN(CC1)C[C@H]1CN(C[C@@H]1C1=CC=CC=C1)[C@@H](C(=O)OCC1=CC=C(C=C1)OC)C1CCCCC1 (2-(R)-(3-(S)-((4-(3-(2-Pyridyl)propyl)piperidin-1-yl)methyl)-4-(S)-phenylpyrrolidin-1-yl)-2-(cyclohexyl)acetic acid, (4-methoxy)benzyl ester). Yield: 96.8%. As a reaction SMILES: [CH:1]([C@@H:3]1[C@@H:7]([C:8]2[CH:13]=[CH:12][CH:11]=[CH:10][CH:9]=2)[CH2:6][N:5]([C@H:14]([CH:27]2[CH2:32][CH2:31][CH2:30][CH2:29][CH2:28]2)[C:15]([O:17][CH2:18][C:19]2[CH:24]=[CH:23][C:22]([O:25][CH3:26])=[CH:21][CH:20]=2)=[O:16])[CH2:4]1)=O.[N:33]1[CH:38]=[CH:37][CH:36]=[CH:35][C:34]=1[CH2:39][CH2:40][CH2:41][CH:42]1[CH2:47][CH2:46][NH:45][CH2:44][CH2:43]1>C(Cl)Cl.CO>[N:33]1[CH:38]=[CH:37][CH:36]=[CH:35][C:34]=1[CH2:39][CH2:40][CH2:41][CH:42]1[CH2:47][CH2:46][N:45]([CH2:1][C@@H:3]2[C@@H:7]([C:8]3[CH:9]=[CH:10][CH:11]=[CH:12][CH:13]=3)[CH2:6][N:5]([C@H:14]([CH:27]3[CH2:32][CH2:31][CH2:30][CH2:29][CH2:28]3)[C:15]([O:17][CH2:18][C:19]3[CH:24]=[CH:23][C:22]([O:25][CH3:26])=[CH:21][CH:20]=3)=[O:16])[CH2:4]2)[CH2:44][CH2:43]1 |f:2.3|. Procedure details: The title compound was prepared from 42 mg (0.096 mmol) of 2-(R)-(3-(R)-formyl-4-(S)-phenylpyrrolidin-1-yl)-2-(cyclohexyl)acetic acid, (4-methoxy)benzyl ester (from EXAMPLE 33, Step E) and 36 mg (0.18 mmol) of 4-(2-pyridylpropyl)piperidine.2 TFA (from EXAMPLE 72, Step B) using a procedure analogous to that described in EXAMPLE 71, Step A. Flash chromatography using 25:1 v/v CH2Cl2/MeOH provided 58 mg (97%) of the title compound: 1H NMR (500 MHz) δ 0.94-3.28(35H), 3.82 (s, 3H), 5.11 (ABq, J=11.9,...